From a dataset of the Open Reaction Database (ORD), a public repository of structured organic reaction records. describe an organic reaction: reactants, conditions, products, and yield Starting materials: C(C)(C)(C)OC(=O)N1[C@H]2C[C@H]2C[C@H]1CN ((1S,3S,5S)-3-aminomethyl-2-aza-bicyclo[3.1.0]hexane-2-carboxylic acid tert-butyl ester), CC1=NOC(=C1C(=O)O)C (3,5-dimethyl-isoxazole-4-carboxylic acid). Yields the product C(C)(C)(C)OC(=O)N1[C@H]2C[C@H]2C[C@H]1CNC(=O)C=1C(=NOC1C)C ((1S,3S,5S)-3-{[(3,5-dimethyl-isoxazole-4-carbonyl)-amino]-methyl}-2-aza-bicyclo[3.1.0]hexane-2-carboxylic acid tert-butyl ester). RXN SMILES: [C:1]([O:5][C:6]([N:8]1[C@H:13]([CH2:14][NH2:15])[CH2:12][C@H:11]2[C@@H:9]1[CH2:10]2)=[O:7])([CH3:4])([CH3:3])[CH3:2].[CH3:16][C:17]1[C:21]([C:22](O)=[O:23])=[C:20]([CH3:25])[O:19][N:18]=1>>[C:1]([O:5][C:6]([N:8]1[C@H:13]([CH2:14][NH:15][C:22]([C:21]2[C:17]([CH3:16])=[N:18][O:19][C:20]=2[CH3:25])=[O:23])[CH2:12][C@H:11]2[C@@H:9]1[CH2:10]2)=[O:7])([CH3:4])([CH3:3])[CH3:2]. Procedure: prepared by reaction of (1S,3S,5S)-3-aminomethyl-2-aza-bicyclo[3.1.0]hexane-2-carboxylic acid tert-butyl ester with 3,5-dimethyl-isoxazole-4-carboxylic acid. LC-MS (acidic): tR=0.93 min; [M+H]+=336.2. 1H-NMR (CDCl3): δ=0.51 (bs, 1H); 0.81-0.87 (m, 1H); 1.49 (s, 9H); 1.50-1.56 (m, 1H); 1.74 (bd, J=13.5 Hz, 1H); 2.47 (s, 3H); 2.52-2.62 (m, 1H); 2.64 (s, 3H); 3.05-3.11 (m, 1H); 3.57-3.65 (m, 2H); 4.32-4.40 (m, 1H); 7.95 (bs, 1H).